This data is from the Open Reaction Database (ORD), a public repository of structured organic reaction records. The task is: describe an organic reaction: reactants, conditions, products, and yield Reactants: CON(C)C(=O)CCBr, CN(C)C=O, CC1C(=O)NCCN1c1cccc(OC(F)(F)F)c1, [H-], [Na+]. Product: CON(C)C(=O)CCN1CCN(c2cccc(OC(F)(F)F)c2)C(C)C1=O. As a reaction SMILES: [Br:22][CH2:23][CH2:24][C:25](=[O:26])[N:27]([CH3:28])[O:29][CH3:30].[CH3:31][N:32]([CH3:33])[CH:34]=[O:35].[CH3:3][CH:4]1[C:5](=[O:21])[NH:6][CH2:7][CH2:8][N:9]1[c:10]1[cH:11][c:12]([O:16][C:17]([F:18])([F:19])[F:20])[cH:13][cH:14][cH:15]1.[H-:2].[Na+:1]>>[CH3:3][CH:4]1[C:5](=[O:21])[N:6]([CH2:23][CH2:24][C:25](=[O:26])[N:27]([CH3:28])[O:29][CH3:30])[CH2:7][CH2:8][N:9]1[c:10]1[cH:11][c:12]([O:16][C:17]([F:18])([F:19])[F:20])[cH:13][cH:14][cH:15]1. Reactants: S(=O)=O (sulfur dioxide), [OH-].[Na+] (caustic soda), S(=O)([O-])[O-].[Na+].[Na+] (sodium sulfite). The product is S(=O)(=O)([O-])S(=O)[O-].[Na+].[Na+] (sodium metabisulfite). As a reaction SMILES: [S:1](=[O:3])=[O:2].[OH-].[Na+:5].[S:6]([O-:9])([O-:8])=[O:7].[Na+].[Na+]>>[S:6]([S:1]([O-:3])=[O:2])([O-:9])(=[O:8])=[O:7].[Na+:5].[Na+:5] |f:1.2,3.4.5,6.7.8|. Reported procedure: Sulfur dioxide is introduced into a solution of sodium sulfite and sodium bisulfite to form sodium bisulfite in a solution having dissolved sulfur dioxide present with a pH between 3.5 and 4.2. The solution is drawn to a cooling crystallizer where an alkali such as soda ash, caustic soda, sodium sulfite, and mixtures thereof is added to produce additional sodium metabisulfite that increases the yield of sodium metabisulfite crystallizing per pass. The mother liquor is recycled.